Dataset: the Open Reaction Database (ORD), a public repository of structured organic reaction records. Task: describe an organic reaction: reactants, conditions, products, and yield Reactants: C12C(C3CC(CC(C1)C3)C2)NC(=O)C=2C=NN(C2Cl)C (5-chloro-1-methyl-1H-pyrazole-4-carboxylic acid adamantan-2-ylamide), N1CCOCC1 (morpholine). The product is C12C(C3CC(CC(C1)C3)C2)NC(=O)C=2C=NN(C2N2CCOCC2)C (Methyl-5-morpholin-4-yl-1H-pyrazole-4-carboxylic acid adamantan-2-ylamide). Reaction SMILES: [CH:1]12[CH2:10][CH:5]3[CH2:6][CH:7]([CH2:9][CH:3]([CH2:4]3)[CH:2]1[NH:11][C:12]([C:14]1[CH:15]=[N:16][N:17]([CH3:20])[C:18]=1Cl)=[O:13])[CH2:8]2.[NH:21]1[CH2:26][CH2:25][O:24][CH2:23][CH2:22]1>>[CH:1]12[CH2:10][CH:5]3[CH2:6][CH:7]([CH2:9][CH:3]([CH2:4]3)[CH:2]1[NH:11][C:12]([C:14]1[CH:15]=[N:16][N:17]([CH3:20])[C:18]=1[N:21]1[CH2:26][CH2:25][O:24][CH2:23][CH2:22]1)=[O:13])[CH2:8]2. Procedure details: Heating a mixture of 5-chloro-1-methyl-1H-pyrazole-4-carboxylic acid adamantan-2-ylamide (Example 5, 88 mg; 0.30 mmol) and morpholine (0.26 mL; 3.0 mmol) under microwave irradiation for 4 hr according to the procedure described for Example 14 provided after purification by reverse phase HPLC, 1-methyl-5-morpholin-4-yl-1H-pyrazole-4-carboxylic acid adamantan-2-ylamide (76 mg, 74%) as an off-white powder. ES-HRMS m/e calcd for C19H28N4O2 (M+H+) 345.2285, found 345.2282.